This data is from the Open Reaction Database (ORD), a public repository of structured organic reaction records. The task is: describe an organic reaction: reactants, conditions, products, and yield Starting materials: ClC=1C=C(C=CC1)C1=CC=C(C=C1)C[C@H](CC(C(=O)OCC)C)NC(C(=O)NN)=O ((4S)-ethyl 5-(3′-chlorobiphenyl-4-yl)-4-(2-hydrazinyl-2-oxoacetamido)-2-methylpentanoate), intermediate 26, C1CCOC1 (THF). Conditions: time 18 hour. Product: ClC=1C=C(C=CC1)C1=CC=C(C=C1)C[C@H](C[C@H](C(=O)OCC)C)NC(=O)C=1OC(NN1)=O ((2R,4S)-ethyl 5-(3′-chlorobiphenyl-4-yl)-2-methyl-4-(5-oxo-4,5-dihydro-1,3,4-oxadiazole-2-carboxamido)pentanoate). Reaction SMILES: [Cl:1][C:2]1[CH:3]=[C:4]([C:8]2[CH:13]=[CH:12][C:11]([CH2:14][C@@H:15]([NH:24][C:25](=[O:30])[C:26]([NH:28][NH2:29])=[O:27])[CH2:16][CH:17]([CH3:23])[C:18]([O:20][CH2:21][CH3:22])=[O:19])=[CH:10][CH:9]=2)[CH:5]=[CH:6][CH:7]=1.C1C[O:34][CH2:33]C1>>[Cl:1][C:2]1[CH:3]=[C:4]([C:8]2[CH:13]=[CH:12][C:11]([CH2:14][C@@H:15]([NH:24][C:25]([C:26]3[O:27][C:33](=[O:34])[NH:29][N:28]=3)=[O:30])[CH2:16][C@@H:17]([CH3:23])[C:18]([O:20][CH2:21][CH3:22])=[O:19])=[CH:10][CH:9]=2)[CH:5]=[CH:6][CH:7]=1. Procedure: To a solution of (4S)-ethyl 5-(3′-chlorobiphenyl-4-yl)-4-(2-hydrazinyl-2-oxoacetamido)-2-methylpentanoate, intermediate 26, (542 mg, 1.25 mmol) in THF (16 mL) is added CDl (244 mg, 1.50 mmol) at room temperature. After stirring for 18 hour at room temperature, the reaction is quenched with H2O and 1M HCl and diluted in EtOAc. The organic layer is washed with brine, dried over Na2SO4, filtered, and concentrated under reduced pressure. The obtained residue is purified by RP-HPLC (SunFire C18, H2O(... Reactants: BrCC(=O)Br (2-bromoacetyl bromide), NC1CCC2=CC=CC=C12 (rac-1-aminoindane), COC=1C=C(CC2NCCS(C3=C2C=C(C(=C3)OC)OC)(=O)=O)C=CC1OC (9-(3,4-dimethoxy-benzyl)-2,3-dimethoxy-6,7,8,9-tetrahydro-5-thia-8-aza-benzocycloheptene-5,5-dioxide). Yields the product COC=1C=C(CC2N(CCS(C3=C2C=C(C(=C3)OC)OC)(=O)=O)CC(=O)NC3CCC2=CC=CC=C32)C=CC1OC (2-[9-(3,4-Dimethoxy-benzyl)-2,3-dimethoxy-5,5-dioxo-5,6,7,9-tetrahydro-5λ6-thia-8-aza-benzocyclohepten-8-yl]-N-indan-1-yl-acetamide). RXN SMILES: Br[CH2:2][C:3](Br)=[O:4].[NH2:6][CH:7]1[C:15]2[C:10](=[CH:11][CH:12]=[CH:13][CH:14]=2)[CH2:9][CH2:8]1.[CH3:16][O:17][C:18]1[CH:19]=[C:20]([CH:39]=[CH:40][C:41]=1[O:42][CH3:43])[CH2:21][CH:22]1[C:28]2[CH:29]=[C:30]([O:35][CH3:36])[C:31]([O:33][CH3:34])=[CH:32][C:27]=2[S:26](=[O:38])(=[O:37])[CH2:25][CH2:24][NH:23]1>>[CH3:16][O:17][C:18]1[CH:19]=[C:20]([CH:39]=[CH:40][C:41]=1[O:42][CH3:43])[CH2:21][CH:22]1[C:28]2[CH:29]=[C:30]([O:35][CH3:36])[C:31]([O:33][CH3:34])=[CH:32][C:27]=2[S:26](=[O:38])(=[O:37])[CH2:25][CH2:24][N:23]1[CH2:2][C:3]([NH:6][CH:7]1[C:15]2[C:10](=[CH:11][CH:12]=[CH:13][CH:14]=2)[CH2:9][CH2:8]1)=[O:4]. Procedure details: prepared by reaction of 2-bromoacetyl bromide with rac-1-aminoindane and 9-(3,4-dimethoxy-benzyl)-2,3-dimethoxy-6,7,8,9-tetrahydro-5-thia-8-aza-benzocycloheptene-5,5-dioxide The reactants are IC1=NNC2=NC=NC(=C21)N (3-iodo-1H-pyrazolo[3,4-d]pyrimidin-4-amine), C([O-])([O-])=O.[Cs+].[Cs+] (cesium carbonate), CCOC(=O)C (EtOAc), ICC (iodoethane). Solvent: CN(C=O)C (N,N-Dimethylformamide). Conditions: temperature 80 celsius, time 3 day. Yields the product C(C)N1N=C(C=2C1=NC=NC2N)I (1-ethyl-3-iodo-1H-pyrazolo[3,4-d]pyrimidin-4-amine). Isolated yield 51.9%. Reaction SMILES: [I:1][C:2]1[C:10]2[C:5](=[N:6][CH:7]=[N:8][C:9]=2[NH2:11])[NH:4][N:3]=1.C(=O)([O-])[O-].[Cs+].[Cs+].I[CH2:19][CH3:20].CCOC(C)=O>CN(C)C=O>[CH2:19]([N:4]1[C:5]2=[N:6][CH:7]=[N:8][C:9]([NH2:11])=[C:10]2[C:2]([I:1])=[N:3]1)[CH3:20] |f:1.2.3|. Procedure details: To 3-iodo-1H-pyrazolo[3,4-d]pyrimidin-4-amine (200 mg, 0.766 mmol) in N,N-Dimethylformamide (DMF) (5 mL) was added cesium carbonate (300 mg, 0.919 mmol) followed by iodoethane (0.065 mL, 0.805 mmol), and the reaction mixture was stirred over the weekend (3 days) at 80° C. into a sealed vessel. The reaction was allowed to cool down to room temperature. The mixture was poured onto water and EtOAc. The organic layer was separated, washed with brine, dried (MgSO4), filtered and concentrated. Flash c... Starting materials: COc1cc(OC)c(-c2cc3ccccc3n2C(=O)OC(C)(C)C)cc1C=O, C1CCOC1, ClCCl. Product: COc1cc(OC)c(-c2cc3ccccc3[nH]2)cc1C=O. Reaction SMILES: [C:1]([O:2][C:3](=[O:4])[n:8]1[c:9](-[c:17]2[c:18]([O:27][CH3:28])[cH:19][c:20]([O:25][CH3:26])[c:21]([CH:23]=[O:24])[cH:22]2)[cH:10][c:11]2[cH:12][cH:13][cH:14][cH:15][c:16]12)([CH3:5])([CH3:6])[CH3:7].[CH2:32]1[O:33][CH2:34][CH2:35][CH2:36]1.[Cl:29][CH2:30][Cl:31]>>[nH:8]1[c:9](-[c:17]2[c:18]([O:27][CH3:28])[cH:19][c:20]([O:25][CH3:26])[c:21]([CH:23]=[O:24])[cH:22]2)[cH:10][c:11]2[cH:12][cH:13][cH:14][cH:15][c:16]12.